Dataset: the Open Reaction Database (ORD), a public repository of structured organic reaction records. Task: describe an organic reaction: reactants, conditions, products, and yield Reactants: Cc1nc(-c2ccn(CCOS(C)(=O)=O)n2)sc1C(=O)NCc1cccnc1, CNc1ccccc1. Product: Cc1nc(-c2ccn(CCN(C)c3ccccc3)n2)sc1C(=O)NCc1cccnc1. RXN SMILES: [CH3:1][c:2]1[n:3][c:4](-[c:17]2[n:18][n:19]([CH2:22][CH2:23][O:24][S:25]([CH3:26])(=[O:27])=[O:28])[cH:20][cH:21]2)[s:5][c:6]1[C:7]([NH:8][CH2:9][c:10]1[cH:11][n:12][cH:13][cH:14][cH:15]1)=[O:16].[CH3:29][NH:30][c:31]1[cH:32][cH:33][cH:34][cH:35][cH:36]1>>[CH3:1][c:2]1[n:3][c:4](-[c:17]2[n:18][n:19]([CH2:22][CH2:23][N:30]([CH3:29])[c:31]3[cH:32][cH:33][cH:34][cH:35][cH:36]3)[cH:20][cH:21]2)[s:5][c:6]1[C:7]([NH:8][CH2:9][c:10]1[cH:11][n:12][cH:13][cH:14][cH:15]1)=[O:16]. The reactants are NC1=NNC=C1C#N (3-amino-1H-pyrazole-4-carbonitrile), C1(=CC=CC=C1)B(O)O (phenylboronic acid), N1=CC=CC=C1 (pyridine), C(Cl)Cl (DCM), Cl (HCl). The reagents and catalysts are C(C)(=O)[O-].[Cu+2].C(C)(=O)[O-] (copper(II) acetate). Yields the product N(C1=CC=CC=C1)C1=NN(C=C1C#N)C1=CC=CC=C1 (3-anilino-1-phenyl-1H-pyrazole-4-carbonitrile), NC1=NN(C=C1C#N)C1=CC=CC=C1 (3-amino-1-phenyl-1H-pyrazole-4-carbonitrile). Reaction SMILES: [NH2:1][C:2]1[C:6]([C:7]#[N:8])=[CH:5][NH:4][N:3]=1.[C:9]1(B(O)O)[CH:14]=[CH:13][CH:12]=[CH:11][CH:10]=1.N1[CH:23]=[CH:22][CH:21]=[CH:20][CH:19]=1.Cl.[CH2:25](Cl)Cl>C([O-])(=O)C.[Cu+2].C([O-])(=O)C>[NH:1]([C:2]1[C:6]([C:7]#[N:8])=[CH:5][N:4]([C:19]2[CH:25]=[CH:23][CH:22]=[CH:21][CH:20]=2)[N:3]=1)[C:9]1[CH:14]=[CH:13][CH:12]=[CH:11][CH:10]=1.[NH2:1][C:2]1[C:6]([C:7]#[N:8])=[CH:5][N:4]([C:9]2[CH:14]=[CH:13][CH:12]=[CH:11][CH:10]=2)[N:3]=1 |f:5.6.7|. Procedure: 3-amino-1H-pyrazole-4-carbonitrile (200 mg, 1.850 mmol), copper(II) acetate (504 mg, 2.78 mmol), phenylboronic acid (451 mg, 3.70 mmol) and pyridine (0.599 mL, 7.40 mmol) were stirred in DCM (20 mL) at room temperature overnight. 2 N HCl was added and the products extracted in EtOAc (×2). The combined organic extracts were washed with brine, dried over MgSO4 and concentrated in vacuo. Purification of the residue by MPLC (2-30% EtOAc-hexanes) gave 3-anilino-1-phenyl-1H-pyrazole-4-carbonitrile (A)... The reactants are C(C)N(C1=C(C=CC(=C1)OC)[C@@H]1CC=2C=CC(=CC2CC1)OC(C(C)(C)C)=O)C(C1=CC=C(C=C1)O)=O (pivalic acid (S)-6-{2-[ethyl(4-hydroxybenzoyl)amino]-4-methoxyphenyl}-5,6,7,8-tetrahydronaphthalen-2-yl ester), ClCC(=O)N1CCCC1 (2-chloro-1-pyrrolidin-1-ylethanone). The product is C(C)N(C1=C(C=CC(=C1)OC)[C@@H]1CC=2C=CC(=CC2CC1)O)CC1=CC=C(C=C1)OCCN1CCCC1 ((S)-6-{2-{Ethyl[4-(2-pyrrolidin-1-ylethoxy)benzyl]amino}-4-methoxyphenyl}-5,6,7,8-tetrahydronaphthalen-2-ol). The yield is 42.6%. As a reaction SMILES: [CH2:1]([N:3]([C:29](=O)[C:30]1[CH:35]=[CH:34][C:33]([OH:36])=[CH:32][CH:31]=1)[C:4]1[CH:9]=[C:8]([O:10][CH3:11])[CH:7]=[CH:6][C:5]=1[C@H:12]1[CH2:21][CH2:20][C:19]2[CH:18]=[C:17]([O:22]C(=O)C(C)(C)C)[CH:16]=[CH:15][C:14]=2[CH2:13]1)[CH3:2].Cl[CH2:39][C:40]([N:42]1[CH2:46][CH2:45][CH2:44][CH2:43]1)=O>>[CH2:1]([N:3]([CH2:29][C:30]1[CH:31]=[CH:32][C:33]([O:36][CH2:39][CH2:40][N:42]2[CH2:46][CH2:45][CH2:44][CH2:43]2)=[CH:34][CH:35]=1)[C:4]1[CH:9]=[C:8]([O:10][CH3:11])[CH:7]=[CH:6][C:5]=1[C@H:12]1[CH2:21][CH2:20][C:19]2[CH:18]=[C:17]([OH:22])[CH:16]=[CH:15][C:14]=2[CH2:13]1)[CH3:2]. Reported procedure: Synthesized from pivalic acid (S)-6-{2-[ethyl(4-hydroxybenzoyl)amino]-4-methoxyphenyl}-5,6,7,8-tetrahydronaphthalen-2-yl ester (20 mg) and 2-chloro-1-pyrrolidin-1-ylethanone (12 mg) according to an analogous synthetic method to Example 404 and purified by LC-MS, the title compound (8.5 mg) was obtained. Reactants: CC(=O)C1=CC(=C(C=C1)OCC2=CC=CC=C2)[N+](=O)[O-] (4-benzyloxy-3-nitroacetophenone), BrBr (bromine). Run in C(Cl)(Cl)Cl (chloroform), C(Cl)(Cl)Cl (chloroform). Reaction conditions: time 30 minute. Product: C1=CC=C(C=C1)COC2=C(C=C(C=C2)C(=O)CBr)[N+](=O)[O-] (4-benzyloxy-3-nitro-α-bromoacetophenone). Isolated yield 78.9%. RXN SMILES: [CH3:1][C:2]([C:4]1[CH:9]=[CH:8][C:7]([O:10][CH2:11][C:12]2[CH:17]=[CH:16][CH:15]=[CH:14][CH:13]=2)=[C:6]([N+:18]([O-:20])=[O:19])[CH:5]=1)=[O:3].[Br:21]Br>C(Cl)(Cl)Cl>[CH:15]1[CH:16]=[CH:17][C:12]([CH2:11][O:10][C:7]2[CH:8]=[CH:9][C:4]([C:2]([CH2:1][Br:21])=[O:3])=[CH:5][C:6]=2[N+:18]([O-:20])=[O:19])=[CH:13][CH:14]=1. Procedure: In 60 ml of chloroform there was dissolved 5.4 g of 4-benzyloxy-3-nitroacetophenone and after adding dropwise to the solution a mixture of 3.2 g of bromine and 5 ml. of chloroform, with stirring, the mixture was further stirred for 30 minutes. The reaction product was concentrated under a reduced pressure and the crystalline residue thus obtained was washed with 20 ml. of benzene and dried to give 5.5 g of 4-benzyloxy-3-nitro-α-bromoacetophenone melting at 135°-136° C. Starting materials: FC=1C=C(C=CC1F)OC[C@@H]1CC[C@H](CC1)C1CC[SiH](CC1)Cl (4-(trans-4-(3,4-difluorophenyloxymethyl)cyclohexyl)-1-chloro-1-silacyclohexane), C1CCOC1 (THF). Product: FC=1C=C(C=CC1F)OC[C@@H]1CC[C@H](CC1)[C@@H]1CC[Si@H](CC1)CCC (trans-4-(trans-4-(3,4-difluorophenyloxymethyl)cyclohexyl)-1-n-propyl-1-silacyclohexane). Isolated yield 91.0%. Reaction SMILES: [F:1][C:2]1[CH:3]=[C:4]([O:9][CH2:10][C@H:11]2[CH2:16][CH2:15][C@H:14]([CH:17]3[CH2:22][CH2:21][SiH:20](Cl)[CH2:19][CH2:18]3)[CH2:13][CH2:12]2)[CH:5]=[CH:6][C:7]=1[F:8].[CH2:24]1[CH2:28]OC[CH2:25]1>>[F:1][C:2]1[CH:3]=[C:4]([O:9][CH2:10][C@H:11]2[CH2:16][CH2:15][C@H:14]([C@H:17]3[CH2:22][CH2:21][Si@H:20]([CH2:25][CH2:24][CH3:28])[CH2:19][CH2:18]3)[CH2:13][CH2:12]2)[CH:5]=[CH:6][C:7]=1[F:8]. Procedure details: 2.5 g (20 mmols) of n-propyl bromide was dropped in a mixture of 0.5 g of magnesium (21 mmols) and 50 ml of THF to obtain a Grignard reagent. Subsequently, the solution was dropped in 50 ml of a THF solution of 7.2 g (20 mmols) of 4-(trans-4-(3,4-difluorophenyloxymethyl)cyclohexyl)-1-chloro-1-silacyclohexane to obtain a crude product. This product was found to be a mixture of trans and cis isomers with respect to the silacyclohexane ring. The product was after-treated by a usual manner and isola... Reactants: Ir(COD)[PCH3Ph2]PF6, C(C=C)O[C@@H]1[C@H](N[C@H]([C@@H]([C@H]1OCC=C)OCC=C)C1=CC(=C(C=C1)Cl)CC1=CC=C(C=C1)OCC)COCC=C ((2R,3R,4R,5S,6S)-3,4,5-tris-allyloxy-2-allyloxymethyl-6-[4-chloro-3-(4-ethoxy-benzyl)-phenyl]-piperidine). Solvent: C1CCOC1 (THF), C1CCOC1 (THF). Reaction conditions: time 45 minute. Yields the product ClC1=C(C=C(C=C1)[C@@H]1N[C@@H]([C@H]([C@@H]([C@H]1O\C=C\C)O\C=C\C)O\C=C\C)CO\C=C\C)CC1=CC=C(C=C1)OCC ((2S,3S,4R,5R,6R)-2-[4-chloro-3-(4-ethoxy-benzyl)-phenyl]-3,4,5-tris-[((E)-propenyl)oxy]-6-[((E)-propenyl)oxymethyl]-piperidine). Isolated yield 0.1%. Reaction SMILES: [CH2:1]([O:4][C@H:5]1[C@H:10]([O:11][CH2:12][CH:13]=[CH2:14])[C@@H:9]([O:15][CH2:16][CH:17]=[CH2:18])[C@H:8]([C:19]2[CH:24]=[CH:23][C:22]([Cl:25])=[C:21]([CH2:26][C:27]3[CH:32]=[CH:31][C:30]([O:33][CH2:34][CH3:35])=[CH:29][CH:28]=3)[CH:20]=2)[NH:7][C@@H:6]1[CH2:36][O:37][CH2:38][CH:39]=[CH2:40])[CH:2]=[CH2:3]>C1COCC1>[Cl:25][C:22]1[CH:23]=[CH:24][C:19]([C@H:8]2[C@H:9]([O:15]/[CH:16]=[CH:17]/[CH3:18])[C@@H:10]([O:11]/[CH:12]=[CH:13]/[CH3:14])[C@H:5]([O:4]/[CH:1]=[CH:2]/[CH3:3])[C@@H:6]([CH2:36][O:37]/[CH:38]=[CH:39]/[CH3:40])[NH:7]2)=[CH:20][C:21]=1[CH2:26][C:27]1[CH:28]=[CH:29][C:30]([O:33][CH2:34][CH3:35])=[CH:31][CH:32]=1. Procedure: Ir(COD)[PCH3Ph2]PF6 (8 mg, 30 mol %) in THF (0.3 ml) was stirred under an atmosphere of H2 until the color changed from red to pale yellow (˜5 minutes). Compound from Step F (19 mg, 0.033 mol) in THF (0.5 ml) was then added and the mixture stirred at room temperature for 45 minutes and then concentrated. Purification by silica gel chromatography (20% EtOAc/hexanes) afforded (2S,3S,4R,5R,6R)-2-[4-chloro-3-(4-ethoxy-benzyl)-phenyl]-3,4,5-tris-[((E)-propenyl)oxy]-6-[((E)-propenyl)oxymethyl]-piperid... The reactants are [BH4-].[Na+] (sodium borohydride), CC=1NC(=C(C(C1C(=O)OC)C1=C(C=CC=C1)[N+](=O)[O-])C(=O)OC)C=O (dimethyl 2-methyl-4-(2-nitrophenyl)-6-formyl-1,4-dihydropyridine-3,5-dicarboxylate), C(C)(=O)O (acetic acid). The solvent is CO (methanol). Product: CC=1NC(=C(C(C1C(=O)OC)C1=C(C=CC=C1)[N+](=O)[O-])C(=O)OC)CO (dimethyl 2-methyl-4-(2-nitrophenyl)-6-hydroxymethyl-1,4-dihydropyridine-3,5-dicarboxylate). The yield is 21.3%. As a reaction SMILES: [CH3:1][C:2]1[NH:3][C:4]([CH:25]=[O:26])=[C:5]([C:21]([O:23][CH3:24])=[O:22])[CH:6]([C:12]2[CH:17]=[CH:16][CH:15]=[CH:14][C:13]=2[N+:18]([O-:20])=[O:19])[C:7]=1[C:8]([O:10][CH3:11])=[O:9].[BH4-].[Na+].C(O)(=O)C>CO>[CH3:1][C:2]1[NH:3][C:4]([CH2:25][OH:26])=[C:5]([C:21]([O:23][CH3:24])=[O:22])[CH:6]([C:12]2[CH:17]=[CH:16][CH:15]=[CH:14][C:13]=2[N+:18]([O-:20])=[O:19])[C:7]=1[C:8]([O:10][CH3:11])=[O:9] |f:1.2|. Procedure details: A solution of dimethyl 2-methyl-4-(2-nitrophenyl)-6-formyl-1,4-dihydropyridine-3,5-dicarboxylate (3.60 g) in methanol (72 ml) was cooled at 0° C., and sodium borohydride (0.2271 g) was added bit by bit thereto under cooling with stirring. The mixture was stirred at the same temperature for 15 minutes. The reaction mixture was adjusted to about pH 6 with 50% acetic acid and the methanol was distilled off under reduced pressure below 30° C. The residual solution was diluted with water (100 ml) and...